From a dataset of the Open Reaction Database (ORD), a public repository of structured organic reaction records. describe an organic reaction: reactants, conditions, products, and yield Reactants: NCC1=C(N)C=C(C=C1)OC (2-aminomethyl-5-methoxyaniline), C(=O)(C=1NC=CN1)C=1NC=CN1 (carbonyl diimidazole). Solvent: C1CCOC1 (THF). Reaction conditions: time 8 hour. The product is COC1=CC=C2CNC(NC2=C1)=O (7-methoxy-3,4-dihydro-1H-quinazolin-2-one). The yield is 78.9%. Reaction SMILES: [NH2:1][CH2:2][C:3]1[CH:9]=[CH:8][C:7]([O:10][CH3:11])=[CH:6][C:4]=1[NH2:5].[C:12](C1NC=CN=1)(C1NC=CN=1)=[O:13]>C1COCC1>[CH3:11][O:10][C:7]1[CH:6]=[C:4]2[C:3]([CH2:2][NH:1][C:12](=[O:13])[NH:5]2)=[CH:9][CH:8]=1. Procedure details: 2-aminomethyl-5-methoxyaniline (1.2 g. 7.9 mmol) and carbonyl diimidazole (1.53 g, 9.5 mmol) were added to THF (100 ml) and the mixture was stirred at room temperature overnight. The insoluble matter precipitated was obtained by filtration, washed with dichloromethane and water, dried to obtain 7-methoxy-3,4-dihydro-1H-quinazolin-2-one (1.11 g) as white powder. The reactants are CCOC(=O)C1=Cc2cc(-c3ccc(OCC)cc3)ccc2OCC1, CCO, [Na+], [OH-]. Yields the product CCOc1ccc(-c2ccc3c(c2)C=C(C(=O)O)CCO3)cc1. Reaction SMILES: [CH2:1]([CH3:2])[O:3][c:4]1[cH:5][cH:6][c:7](-[c:10]2[cH:11][cH:12][c:13]3[c:14]([cH:25]2)[CH:15]=[C:16]([C:20](=[O:21])[O:22][CH2:23][CH3:24])[CH2:17][CH2:18][O:19]3)[cH:8][cH:9]1.[CH3:28][CH2:29][OH:30].[Na+:27].[OH-:26]>>[CH2:1]([CH3:2])[O:3][c:4]1[cH:5][cH:6][c:7](-[c:10]2[cH:11][cH:12][c:13]3[c:14]([cH:25]2)[CH:15]=[C:16]([C:20](=[O:21])[OH:22])[CH2:17][CH2:18][O:19]3)[cH:8][cH:9]1.